From a dataset of the Open Reaction Database (ORD), a public repository of structured organic reaction records. describe an organic reaction: reactants, conditions, products, and yield The reactants are C(C)(C)(C)OC(=O)N[C@@H](C(=O)O)C1CC1 ((R)-2-(tert-butoxycarbonylamino)-2-cyclopropylacetic acid), F[B-](F)(F)F.N1(N=NC2=C1C=CC=C2)OC(=[N+](C)C)N(C)C (O-benzotriazol-1-yl-N,N,N′,N′-tetramethyluronium tetrafluoroborate), Cl.C(#N)C1CNC1 (3-Cyanoazetidine hydrochloride), C(C)(C)N(C(C)C)CC (N,N-diisopropylethylamine), Cl (HCl). Yield: 83.5%. RXN SMILES: [C:1]([O:5][C:6]([NH:8][C@H:9]([CH:13]1[CH2:15][CH2:14]1)[C:10]([OH:12])=O)=[O:7])([CH3:4])([CH3:3])[CH3:2].F[B-](F)(F)F.N1(OC(N(C)C)=[N+](C)C)C2C=CC=CC=2N=N1.Cl.[C:39]([CH:41]1[CH2:44][NH:43][CH2:42]1)#[N:40].C(N(CC)C(C)C)(C)C.Cl>ClCCl.O>[C:1]([O:5][C:6](=[O:7])[NH:8][C@H:9]([CH:13]1[CH2:15][CH2:14]1)[C:10]([N:43]1[CH2:44][CH:41]([C:39]#[N:40])[CH2:42]1)=[O:12])([CH3:2])([CH3:3])[CH3:4] |f:1.2,3.4|. Conditions: time 5 hour. Yields the product C(C)(C)(C)OC(N[C@@H](C(=O)N1CC(C1)C#N)C1CC1)=O ([(R)-2-(3-cyano-azetidin-1-yl)-1-cyclopropyl-2-oxo-ethyl]-carbamic acid tert-butyl ester). Run in ClCCl (dichloromethane), ClCCl (dichloromethane), O (Water). Procedure details: (R)-2-(tert-butoxycarbonylamino)-2-cyclopropylacetic acid (2.25 g, 10.5 mmol) and O-benzotriazol-1-yl-N,N,N′,N′-tetramethyluronium tetrafluoroborate (3.69 g, 11.5 mmol) were dissolved in dichloromethane (105 mL). 3-Cyanoazetidine hydrochloride (1.36 g, 11.5 mmol) and then N,N-diisopropylethylamine (4.5 mL, 26.1 mmol) were added and the mixture was stirred at room temperature for 5 h. Water, dilute HCl and more dichloromethane were added, the layers were separated and the aqueous layer was extrac... Reactants: BrCc1ccc(Br)nc1, C[O-], CO, ClCCl, [Na+]. Product: COCc1ccc(Br)nc1. Reaction SMILES: [Br:1][c:2]1[n:3][cH:4][c:5]([CH2:8][Br:9])[cH:6][cH:7]1.[CH3:10][O-:11].[CH3:13][OH:14].[Cl:15][CH2:16][Cl:17].[Na+:12]>>[Br:1][c:2]1[n:3][cH:4][c:5]([CH2:8][O:11][CH3:10])[cH:6][cH:7]1.